From a dataset of the Open Reaction Database (ORD), a public repository of structured organic reaction records. describe an organic reaction: reactants, conditions, products, and yield Starting materials: BrC1=C(C=CC=C1)C1=COC2=CC(=C(C=C2C1=O)Cl)O (3-(2-Bromo-phenyl)-6-chloro-7-hydroxychromen-4-one), O.NN (hydrazine hydrate). Solvent: C(C)O (ethanol). The product is BrC1=C(C=CC=C1)C=1C(=NNC1)C1=C(C=C(C(=C1)Cl)O)O (4-[4-(2-Bromo-phenyl)-1H-pyrazol-3-yl]-6-chloro-benzene-1,3-diol). The yield is 70.0%. RXN SMILES: [Br:1][C:2]1[CH:7]=[CH:6][CH:5]=[CH:4][C:3]=1[C:8]1[C:17](=O)[C:16]2[C:11](=[CH:12][C:13]([OH:20])=[C:14]([Cl:19])[CH:15]=2)[O:10][CH:9]=1.O.[NH2:22][NH2:23]>C(O)C>[Br:1][C:2]1[CH:7]=[CH:6][CH:5]=[CH:4][C:3]=1[C:8]1[C:17]([C:16]2[CH:15]=[C:14]([Cl:19])[C:13]([OH:20])=[CH:12][C:11]=2[OH:10])=[N:22][NH:23][CH:9]=1 |f:1.2|. Reported procedure: This compounds was synthesised in the same manner as described above. 3-(2-Bromo-phenyl)-6-chloro-7-hydroxychromen-4-one (0.4 g, 1.1 mmol), hydrazine hydrate (10 ml), ethanol (10 ml). The quenched solution was extracted into ethyl acetate, washed (water), dried (MgSO4), and the solvent removed under vacuum to give a yellow oil which was purified by column chromatography to give 4-[4-(2-Bromo-phenyl)-1H-pyrazol-3-yl]-6-chloro-benzene-1,3-diol as a white solid (0.28 g, 70%); Rf 0.6 ethyl acetate/h... The reactants are CCOC(=O)NN, Cc1[nH]c(-c2ccccc2)nc1C=O, CCO, CC(=O)O. The product is CCOC(=O)NN=Cc1nc(-c2ccccc2)[nH]c1C. RXN SMILES: [C:15]([NH:16][NH2:17])(=[O:18])[O:19][CH2:20][CH3:21].[CH3:1][c:2]1[c:3]([CH:13]=[O:14])[n:4][c:5](-[c:7]2[cH:8][cH:9][cH:10][cH:11][cH:12]2)[nH:6]1.[CH3:22][CH2:23][OH:24].[CH3:25][C:26](=[O:27])[OH:28]>>[CH3:1][c:2]1[c:3]([CH:13]=[N:17][NH:16][C:15](=[O:18])[O:19][CH2:20][CH3:21])[n:4][c:5](-[c:7]2[cH:8][cH:9][cH:10][cH:11][cH:12]2)[nH:6]1. Reactants: CI, CC1(CN2CCN(C(=O)Nc3ccc(C(F)(F)F)cc3)CC2)Cn2cc([N+](=O)[O-])nc2O1, [H-], [Na+], CN(C)C=O, O. The product is CN(C(=O)N1CCN(CC2(C)Cn3cc([N+](=O)[O-])nc3O2)CC1)c1ccc(C(F)(F)F)cc1. Reaction SMILES: [CH3:40][I:41].[F:1][C:2]([c:3]1[cH:4][cH:5][c:6]([NH:9][C:10](=[O:11])[N:12]2[CH2:13][CH2:14][N:15]([CH2:18][C:19]3([CH3:30])[CH2:20][n:21]4[c:22]([n:24][c:25]([N+:27](=[O:28])[O-:29])[cH:26]4)[O:23]3)[CH2:16][CH2:17]2)[cH:7][cH:8]1)([F:31])[F:32].[H-:38].[Na+:39].[O:33]=[CH:34][N:35]([CH3:36])[CH3:37].[OH2:42]>>[F:1][C:2]([c:3]1[cH:4][cH:5][c:6]([N:9]([C:10](=[O:11])[N:12]2[CH2:13][CH2:14][N:15]([CH2:18][C:19]3([CH3:30])[CH2:20][n:21]4[c:22]([n:24][c:25]([N+:27](=[O:28])[O-:29])[cH:26]4)[O:23]3)[CH2:16][CH2:17]2)[CH3:34])[cH:7][cH:8]1)([F:31])[F:32]. The reactants are OC1=CC=C(C=C1)C1=C(C2=CC=CC=C2C=C1C(F)(F)F)OC1=CC=C(C(=O)OC)C=C1 (Methyl 4-{[2-(4-hydroxyphenyl)-3-(trifluoromethyl)-1-naphthalenyl]oxy}benzoate), [OH-].[Na+] (NaOH). Yields the product OC1=CC=C(C=C1)C1=C(C2=CC=CC=C2C=C1C(F)(F)F)OC1=CC=C(C(=O)O)C=C1 (4-{[2-(4-Hydroxyphenyl)-3-(trifluoromethyl)-1-naphthalenyl]oxy}benzoic acid). Procedure details: Methyl ester (189) (63 mg, 0.15 mmol) was saponified with 1 N NaOH in THF and EtOH to give 48 mg (79%) of the title compound (190) as a white solid. mp 244-245° C. 1H NMR (400 MHz, CH3OH-d4): δ 6.60 (d, J=8.8 Hz, 2H), 6.64 (d, J=8.6 Hz, 2H), 6.96 (d, J=8.4 Hz, 2H), 7.60-7.72 (m, 2H), 7.79 (d, J=9.0 Hz, 2H), 7.88 (d, J=8.1 Hz, 1H), 8.15 (d, J=7.9 Hz, 1H), 8.34 (s, 1H). LCMS (ESI): m/z 447 (M+Na)+, m/z 423 (M−H)−. Anal. Calc for C24H15F3O4.0.25H2O: C, 67.21; H, 3.64. Found: C, 67.05; H, 3.47. As a reaction SMILES: [OH:1][C:2]1[CH:7]=[CH:6][C:5]([C:8]2[C:17]([C:18]([F:21])([F:20])[F:19])=[CH:16][C:15]3[C:10](=[CH:11][CH:12]=[CH:13][CH:14]=3)[C:9]=2[O:22][C:23]2[CH:32]=[CH:31][C:26]([C:27]([O:29]C)=[O:28])=[CH:25][CH:24]=2)=[CH:4][CH:3]=1.[OH-].[Na+]>C1COCC1.CCO>[OH:1][C:2]1[CH:7]=[CH:6][C:5]([C:8]2[C:17]([C:18]([F:20])([F:21])[F:19])=[CH:16][C:15]3[C:10](=[CH:11][CH:12]=[CH:13][CH:14]=3)[C:9]=2[O:22][C:23]2[CH:24]=[CH:25][C:26]([C:27]([OH:29])=[O:28])=[CH:31][CH:32]=2)=[CH:4][CH:3]=1 |f:1.2|. Solvent: CCO (EtOH), C1CCOC1 (THF). Isolated yield 75.4%. The reactants are O.O.[Sn](Cl)Cl (Tin (II) chloride dihydrate), ClC1=NC2=CC(=C(C(=C2N=C1Cl)[N+](=O)[O-])Cl)Cl (2,3,6,7-tetrachloro-5-nitro-quinoxaline), C([O-])(O)=O.[Na+] (sodium bicarbonate). Run in C(C)(=O)OCC (ethyl acetate). Product: NC1=C2N=C(C(=NC2=CC(=C1Cl)Cl)Cl)Cl (5-amino-2,3,6,7-tetrachloroquinoxaline). Yield: 83.7%. As a reaction SMILES: O.O.[Sn](Cl)Cl.[Cl:6][C:7]1[C:16]([Cl:17])=[N:15][C:14]2[C:9](=[CH:10][C:11]([Cl:22])=[C:12]([Cl:21])[C:13]=2[N+:18]([O-])=O)[N:8]=1.C(=O)(O)[O-].[Na+]>C(OCC)(=O)C>[NH2:18][C:13]1[C:12]([Cl:21])=[C:11]([Cl:22])[CH:10]=[C:9]2[C:14]=1[N:15]=[C:16]([Cl:17])[C:7]([Cl:6])=[N:8]2 |f:0.1.2,4.5|. Procedure details: Tin (II) chloride dihydrate (346.3 g, 1.54 mol) was added to a solution of 2,3,6,7-tetrachloro-5-nitro-quinoxaline (96.2 g, 0.31 mol) in ethyl acetate (1.8 l). The mixture was heated under reflux for 4 hours, cooled and poured cautiously into an excess of aqueous saturated sodium bicarbonate. The mixture was filtered through "Celite", (Trade Mark), washing well with ethyl acetate. The filter cake was macerated with more ethyl acetate and the solid material filtered off. The combined ethyl acetat... The reactants are C1(=CC=CC=C1)CCCN1CCC(CC1)C(\C=C\C1=CC2=CN=C3C=CC=C(S1)N32)=O ((E)-1-[1-(3-phenylpropan-1-yl)piperidin-4-yl]-3-(5-thia-1,8b-diazaacenaphthylen-4-yl)propen-1-one), Cl (hydrochloric acid). Solvent: CO (methanol). Run at time 10 minute. Product: Cl.Cl.C1(=CC=CC=C1)CCCN1CCC(CC1)C(\C=C\C1=CC2=CN=C3C=CC=C(S1)N32)=O ((E)-1-[1-(3-phenylpropan-1-yl)piperidin-4-yl]-3-(5-thia-1,8b-diazaacenaphthylen-4-yl)propen-1-one dihydrochloride). As a reaction SMILES: [C:1]1([CH2:7][CH2:8][CH2:9][N:10]2[CH2:15][CH2:14][CH:13]([C:16](=[O:31])/[CH:17]=[CH:18]/[C:19]3[S:29][C:28]4[N:30]5[C:21](=[CH:22][N:23]=[C:24]5[CH:25]=[CH:26][CH:27]=4)[CH:20]=3)[CH2:12][CH2:11]2)[CH:6]=[CH:5][CH:4]=[CH:3][CH:2]=1.[ClH:32]>CO>[ClH:32].[ClH:32].[C:1]1([CH2:7][CH2:8][CH2:9][N:10]2[CH2:11][CH2:12][CH:13]([C:16](=[O:31])/[CH:17]=[CH:18]/[C:19]3[S:29][C:28]4[N:30]5[C:21](=[CH:22][N:23]=[C:24]5[CH:25]=[CH:26][CH:27]=4)[CH:20]=3)[CH2:14][CH2:15]2)[CH:2]=[CH:3][CH:4]=[CH:5][CH:6]=1 |f:3.4.5|. Procedure: In 2 ml of methanol was dissolved 0.159 g of (E)-1-[1-(3-phenylpropan-1-yl)piperidin-4-yl]-3-(5-thia-1,8b-diazaacenaphthylen-4-yl)propen-1-one, followed by addition of a stoichiometric excess of methanolic hydrochloric acid, and the mixture was stirred for 10 minutes. This reaction mixture was concentrated and crystallized from ethanol-diethyl ether to provide the title compound. Procedure: Benzyl (1,4-dioxan-2-ylmethyl)methylcarbamate (Enantiomer A, 2.9 g, 10.9 mmol) was dissolved in 50 mL dry ethanol. 10% (w/w) palladium on carbon (0.29 g) and 1.0 mL 10N HCl were added. The flask was sealed and flushed with hydrogen. Stirred solution under a hydrogen balloon. After 12 hours, the solution was filtered through celite and concentrated in vacuo to afford the title compound. 1H NMR (600 MHz, D6-DMSO) 8.64 (s, 2H); 3.82-3.75 (m, 2H); 3.69 (d, 1H); 3.64 (d, 1H); 3.59 (m, 1H); 3.44 (m, 1... Conditions: time 12 hour. Reactants: O1C(COCC1)CN(C(OCC1=CC=CC=C1)=O)C (Benzyl (1,4-dioxan-2-ylmethyl)methylcarbamate), Cl (HCl). Yields the product Cl.O1C(COCC1)CNC (1-(1,4-dioxan-2-yl)-N-methylmethanamine hydrochloride). Reagents/catalysts: [Pd] (palladium on carbon). As a reaction SMILES: [O:1]1[CH2:6][CH2:5][O:4][CH2:3][CH:2]1[CH2:7][N:8](C)[C:9](=O)OCC1C=CC=CC=1.[ClH:20]>C(O)C.[Pd]>[ClH:20].[O:1]1[CH2:6][CH2:5][O:4][CH2:3][CH:2]1[CH2:7][NH:8][CH3:9] |f:4.5|. Run in C(C)O (ethanol).